Task: describe an organic reaction: reactants, conditions, products, and yield. Dataset: the Open Reaction Database (ORD), a public repository of structured organic reaction records Reactants: CN1CCOCC1 (N-methylmorpholine), CC(C)N1N=CC2=C1N=C(C=C2C(=O)O)C2=CC=NC=C2 (1-(1-Methylethyl)-6-(4-pyridinyl)-1H-pyrazolo[3,4-b]pyridine-4-carboxylic acid), C1=CC2=C(N=C1)N(N=N2)O (HOAt), NCC=1C(NC(=CC1CCC)C)=O (3-(aminomethyl)-6-methyl-4-propyl-2(1H)-pyridinone), C(CCl)Cl (EDC). The solvent is O (water), CN(C)C=O (DMF). Run at time 8 hour. The product is CC(C)N1N=CC2=C1N=C(C=C2C(=O)NCC=2C(NC(=CC2CCC)C)=O)C2=CC=NC=C2 (1-(1-Methylethyl)-N-[(6-methyl-2-oxo-4-propyl-1,2-dihydro-3-pyridinyl)methyl]-6-(4-pyridinyl)-1H-pyrazolo[3,4-b]pyridine-4-carboxamide). Reaction SMILES: [CH3:1][CH:2]([N:4]1[C:8]2[N:9]=[C:10]([C:16]3[CH:21]=[CH:20][N:19]=[CH:18][CH:17]=3)[CH:11]=[C:12]([C:13](O)=[O:14])[C:7]=2[CH:6]=[N:5]1)[CH3:3].[NH2:22][CH2:23][C:24]1[C:25](=[O:34])[NH:26][C:27]([CH3:33])=[CH:28][C:29]=1[CH2:30][CH2:31][CH3:32].C(Cl)CCl.C1C=NC2N(O)N=NC=2C=1.CN1CCOCC1>CN(C=O)C.O>[CH3:1][CH:2]([N:4]1[C:8]2[N:9]=[C:10]([C:16]3[CH:21]=[CH:20][N:19]=[CH:18][CH:17]=3)[CH:11]=[C:12]([C:13]([NH:22][CH2:23][C:24]3[C:25](=[O:34])[NH:26][C:27]([CH3:33])=[CH:28][C:29]=3[CH2:30][CH2:31][CH3:32])=[O:14])[C:7]=2[CH:6]=[N:5]1)[CH3:3]. Procedure: 1-(1-Methylethyl)-6-(4-pyridinyl)-1H-pyrazolo[3,4-b]pyridine-4-carboxylic acid (150 mg, 0.531 mmol), 3-(aminomethyl)-6-methyl-4-propyl-2(1H)-pyridinone (115 mg, 0.531 mmol), EDC (122 mg, 0.638 mmol), HOAt (72.3 mg, 0.531 mmol), and N-methylmorpholine (0.233 mL, 2.12 mmol) were suspended in DMF (5 mL) and stirred at room temperature overnight. water was added to the reaction mixture, and the contents were filtered. The filter cake was washed with additional water (2×). The crude solid was purifie... As a reaction SMILES: [CH3:1][O:2][c:3]1[cH:4][cH:5][c:6]([N:39]2[CH2:40][CH2:41][O:42][CH2:43][CH2:44]2)[c:7]2[c:8]1[n:9][c:10]([NH:12][C:13](=[O:14])[c:15]1[cH:16][cH:17][c:18]([CH2:19][N:20]([CH2:21][CH2:22][O:23][C:24](=[O:25])[c:26]3[cH:27][cH:28][c:29]([O:30][CH3:31])[c:32]([O:33][CH3:34])[cH:35]3)[CH3:36])[cH:37][cH:38]1)[s:11]2.[CH3:45][CH2:46][OH:47].[Na+:49].[OH-:48].[OH2:50]>>[CH3:1][O:2][c:3]1[cH:4][cH:5][c:6]([N:39]2[CH2:40][CH2:41][O:42][CH2:43][CH2:44]2)[c:7]2[c:8]1[n:9][c:10]([NH:12][C:13](=[O:14])[c:15]1[cH:16][cH:17][c:18]([CH2:19][N:20]([CH2:21][CH2:22][OH:23])[CH3:36])[cH:37][cH:38]1)[s:11]2. Starting materials: COc1ccc(C(=O)OCCN(C)Cc2ccc(C(=O)Nc3nc4c(OC)ccc(N5CCOCC5)c4s3)cc2)cc1OC, CCO, [Na+], [OH-], O. The product is COc1ccc(N2CCOCC2)c2sc(NC(=O)c3ccc(CN(C)CCO)cc3)nc12.